From a dataset of the Open Reaction Database (ORD), a public repository of structured organic reaction records. describe an organic reaction: reactants, conditions, products, and yield Starting materials: Cc1c(F)c(F)cc2c1c(=O)c(C(=O)O)cn2-c1ccc(F)cc1F, NCc1ccccc1C1CCNC1. Product: Cc1c(F)c(N2CCC(c3ccccc3CN)C2)cc2c1c(=O)c(C(=O)O)cn2-c1ccc(F)cc1F. RXN SMILES: [F:1][c:2]1[c:3]([CH3:25])[c:4]2[c:5](=[O:24])[c:6]([C:21](=[O:22])[OH:23])[cH:7][n:8](-[c:13]3[c:14]([F:20])[cH:15][c:16]([F:19])[cH:17][cH:18]3)[c:9]2[cH:10][c:11]1[F:12].[NH:26]1[CH2:27][CH:28]([c:31]2[c:32]([CH2:37][NH2:38])[cH:33][cH:34][cH:35][cH:36]2)[CH2:29][CH2:30]1>>[F:1][c:2]1[c:3]([CH3:25])[c:4]2[c:5](=[O:24])[c:6]([C:21](=[O:22])[OH:23])[cH:7][n:8](-[c:13]3[c:14]([F:20])[cH:15][c:16]([F:19])[cH:17][cH:18]3)[c:9]2[cH:10][c:11]1[N:26]1[CH2:27][CH:28]([c:31]2[c:32]([CH2:37][NH2:38])[cH:33][cH:34][cH:35][cH:36]2)[CH2:29][CH2:30]1. Starting materials: [BH4-].[Na+] (sodium borohydride), C(C)OCC (diethyl ether), O=C(C(C(=O)O)CC1=CC=C(C=C1)C(F)(F)F)C1=CC=CC=C1 (3-oxo-3-phenyl-2-((4-(trifluoromethyl)phenyl)methyl)propionic acid), C(C)OCC (diethyl ether), Cl (Hydrochloric acid). Reagents/catalysts: [Cl-].[Zn+2].[Cl-] (zinc chloride). Conditions: time 2 hour. The product is OC(C(C(=O)OCC)CC1=CC=C(C=C1)C(F)(F)F)C1=CC=CC=C1 (ethyl (2RS,3RS)-3-hydroxy-3-phenyl-2-((4-(trifluoromethyl)phenyl)methyl)propionate). The yield is 83.0%. Reaction SMILES: [BH4-].[Na+].[O:3]=[C:4]([C:20]1[CH:25]=[CH:24][CH:23]=[CH:22][CH:21]=1)[CH:5]([CH2:9][C:10]1[CH:15]=[CH:14][C:13]([C:16]([F:19])([F:18])[F:17])=[CH:12][CH:11]=1)[C:6]([OH:8])=[O:7].Cl.[CH2:27](OCC)[CH3:28]>[Cl-].[Zn+2].[Cl-]>[OH:3][CH:4]([C:20]1[CH:25]=[CH:24][CH:23]=[CH:22][CH:21]=1)[CH:5]([CH2:9][C:10]1[CH:15]=[CH:14][C:13]([C:16]([F:17])([F:18])[F:19])=[CH:12][CH:11]=1)[C:6]([O:8][CH2:27][CH3:28])=[O:7] |f:0.1,5.6.7|. Procedure details: To a solution of zinc chloride (14.7 g, 108 mmol) in diethyl ether (250 ml) was added sodium borohydride (8.2 g, 216 mmol) and the mixture was stirred at room temperature for 2 hrs. The insoluble material was filtered off. To the filtrate was added a solution of 3-oxo-3-phenyl-2-((4-(trifluoromethyl)phenyl)methyl)propionic acid (22 g, 54 mmol) in diethyl ether (50 ml) and the mixture was stirred at room temperature for 30 min. 1N Hydrochloric acid was added to the reaction solution under ice-coo... The reactants are C[SiH](C)OC(c1ccc(CBr)cc1)C(C)(C)C, C1CCOC1, CN(C)P(=O)(N(C)C)N(C)C, C[Si](C)(C)[N-][Si](C)(C)C, [Li+], N#CCc1ccccc1. The product is C[SiH](C)OC(c1ccc(CC(C#N)c2ccccc2)cc1)C(C)(C)C. Reaction SMILES: [Br:31][CH2:32][c:33]1[cH:34][cH:35][c:36]([CH:39]([O:40][SiH:41]([CH3:42])[CH3:43])[C:44]([CH3:45])([CH3:46])[CH3:47])[cH:37][cH:38]1.[CH2:48]1[O:49][CH2:50][CH2:51][CH2:52]1.[CH3:10][N:11]([CH3:12])[P:13]([N:14]([CH3:15])[CH3:16])([N:17]([CH3:18])[CH3:19])=[O:20].[CH3:21][Si:22]([N-:23][Si:24]([CH3:25])([CH3:26])[CH3:27])([CH3:28])[CH3:29].[Li+:30].[N:1]#[C:2][CH2:3][c:4]1[cH:5][cH:6][cH:7][cH:8][cH:9]1>>[N:1]#[C:2][CH:3]([c:4]1[cH:5][cH:6][cH:7][cH:8][cH:9]1)[CH2:32][c:33]1[cH:34][cH:35][c:36]([CH:39]([O:40][SiH:41]([CH3:42])[CH3:43])[C:44]([CH3:45])([CH3:46])[CH3:47])[cH:37][cH:38]1. Reactants: NC1CN(N(C1)CC)CC (4-amino-1,2-diethylpyrazolidine), ClC=1C=C(C=C(C1)Cl)N=C=O (3,5-dichlorophenyl isocyanate). Conditions: time 8 hour. Procedure details: A solution of 4-amino-1,2-diethylpyrazolidine (1.26 g, 8.8 mmol) in anhydrous toluene (5 ml) was added to a solution of 3,5-dichlorophenyl isocyanate (1.71 g, 9.1 mmol) in dry toluene (20 ml) and the mixture stirred overnight. The precipitated solid was collected, washed with toluene and dried to give the title compound, 1.94 g. This was converted to the 1:1 maleate, mp 165°-167° C. Reaction SMILES: [NH2:1][CH:2]1[CH2:6][N:5]([CH2:7][CH3:8])[N:4]([CH2:9][CH3:10])[CH2:3]1.[Cl:11][C:12]1[CH:13]=[C:14]([N:19]=[C:20]=[O:21])[CH:15]=[C:16]([Cl:18])[CH:17]=1>C1(C)C=CC=CC=1>[Cl:11][C:12]1[CH:13]=[C:14]([NH:19][C:20]([NH:1][CH:2]2[CH2:6][N:5]([CH2:7][CH3:8])[N:4]([CH2:9][CH3:10])[CH2:3]2)=[O:21])[CH:15]=[C:16]([Cl:18])[CH:17]=1. Solvent: C1(=CC=CC=C1)C (toluene), C1(=CC=CC=C1)C (toluene). Product: ClC=1C=C(C=C(C1)Cl)NC(=O)NC1CN(N(C1)CC)CC (N-(3,5-dichlorophenyl)-N'-(1,2-diethylpyrazolidin-4-yl)urea). Starting materials: IC1=CC=C(N)C=C1 (4-Iodoaniline), C1=CC=C(C=C1)P(C2=CC=CC=C2)C3=CC=CC=C3 (PPh3), C(=O)([O-])[O-].[K+].[K+] (K2CO3), C(CCC#C)O (Pent-4-yn-1-ol). The reagents and catalysts are [Pd] (palladium on carbon), [Cu]I (CuI). Solvent: O (H2O), COCCOC (DME), CCOC(=O)C (EtOAc), O (water). Run at temperature 85 celsius. Product: NC1=CC=C(C=C1)C#CCCCO (5-(4-Aminophenyl)pent-4-yn-1-ol). Isolated yield 76.1%. RXN SMILES: I[C:2]1[CH:8]=[CH:7][C:5]([NH2:6])=[CH:4][CH:3]=1.C1C=CC(P(C2C=CC=CC=2)C2C=CC=CC=2)=CC=1.C([O-])([O-])=O.[K+].[K+].[CH2:34]([OH:39])[CH2:35][CH2:36][C:37]#[CH:38]>[Pd].[Cu]I.CCOC(C)=O.O.COCCOC>[NH2:6][C:5]1[CH:7]=[CH:8][C:2]([C:38]#[C:37][CH2:36][CH2:35][CH2:34][OH:39])=[CH:3][CH:4]=1 |f:2.3.4|. Procedure: 4-Iodoaniline (10 g, 45 mmol), palladium on carbon (2.86 g, 1.35 mmol, 5% w/w), PPh3 (1.4 g, 5.4 mmol), CuI (513 mg, 2.7 mmol), and K2CO3 (15 g, 5.4 mmol) were added to DME (50 mL) and H2O (50 mL). The mixture is degassed while stirring by bubbling nitrogen vigorously into the solution. Pent-4-yn-1-ol (10.5 mL, 114 mmol) was added by syringe. The mixture was heated at 85° C. After cooling, water (100 mL) and EtOAc (200 mL) were added. The mixture was extracted with EtOAc. The organic layer and t...